Dataset: the Open Reaction Database (ORD), a public repository of structured organic reaction records. Task: describe an organic reaction: reactants, conditions, products, and yield The reactants are CS (Methyl mercaptan), C(C1=CC=2OCOC2C=C1)OCCCCCCCCCCCCBr (12-bromododecyl piperonyl ether), [OH-].[K+] (potassium hydroxide). Reported procedure: Methyl mercaptan, 1.6 g. (0.032 mole) was bubbled into a solution of 13.0 g. (0.032 mole) of 12-bromododecyl piperonyl ether, and 5.6 g. (0.1 mole) of potassium hydroxide in 150 ml. of dimethoxyethane. When all had been added the resulting mixture was heated at reflux for 3 hours. After cooling and filtering, the solvent was removed by evaporation. The crude product was then dissoved in hexane and filtered. The filtrate was evaporated to give 8.5 g. of oily product. The NMR spectra was consisten... Run in C(OC)COC (dimethoxyethane). The product is C(C1=CC=2OCOC2C=C1)OCCCCCCCCCCCCSC (13-thiatetradecyl piperonyl ether). As a reaction SMILES: [CH3:1][SH:2].[CH2:3]([O:13][CH2:14][CH2:15][CH2:16][CH2:17][CH2:18][CH2:19][CH2:20][CH2:21][CH2:22][CH2:23][CH2:24][CH2:25]Br)[C:4]1[CH:12]=[CH:11][C:10]2[O:9][CH2:8][O:7][C:6]=2[CH:5]=1.[OH-].[K+]>C(COC)OC>[CH2:3]([O:13][CH2:14][CH2:15][CH2:16][CH2:17][CH2:18][CH2:19][CH2:20][CH2:21][CH2:22][CH2:23][CH2:24][CH2:25][S:2][CH3:1])[C:4]1[CH:12]=[CH:11][C:10]2[O:9][CH2:8][O:7][C:6]=2[CH:5]=1 |f:2.3|. Starting materials: C12(CC3CC(CC(C1)C3)C2)Br (adamantyl bromide), [NH4+].[Cl-] (NH4Cl), C[Si](OC=C(O[Si](C)(C)C)O[Si](C)(C)C)(C)C (tris(trimethylsiloxy)-ethylene), [Br-].C12CC3CC(CC(C1)C3)C2 (adamantane bromide), C[Si](OC=C(O[Si](C)(C)C)O[Si](C)(C)C)(C)C (tris(trimethylsiloxy)-ethylene). Reagents/catalysts: [Cl-].[Zn+2].[Cl-] (zinc chloride). Solvent: C(C)(=O)OCC (ethyl acetate), C(Cl)Cl (Methylene chloride), CCCCCCC (heptane), C(Cl)Cl (methylene chloride). Reaction conditions: temperature 20 celsius, time 5 minute. Yields the product OC(C(=O)O)C12CC3CC(CC(C1)C3)C2 (a-hydroxytricyclo[3.3.1.13,7]decane-1-acetic acid). As a reaction SMILES: [C:1]12(Br)[CH2:10][CH:5]3[CH2:6][CH:7]([CH2:9][CH:3]([CH2:4]3)[CH2:2]1)[CH2:8]2.[Br-].C12CC3CC(CC(C3)C1)C2.C[Si](C)(C)[O:25][CH:26]=[C:27]([O:33][Si](C)(C)C)[O:28][Si](C)(C)C.[NH4+].[Cl-]>C(Cl)Cl.[Cl-].[Zn+2].[Cl-].CCCCCCC.C(OCC)(=O)C>[OH:25][CH:26]([C:1]12[CH2:10][CH:5]3[CH2:6][CH:7]([CH2:9][CH:3]([CH2:4]3)[CH2:2]1)[CH2:8]2)[C:27]([OH:33])=[O:28] |f:1.2,4.5,7.8.9|. Reported procedure: A dry vessel was charged with 7.5 kg adamantyl bromide. Methylene chloride (22.5 liters) was then added at room temperature to dissolve the solid adamantane bromide. Dissolving is endothermic so before the next step, the temperature of the reaction mixture was allowed to return to 20° C. The reaction mixture was then charged with zinc chloride (1.05 kg) and stirred for approximately 5 minutes at 20° C. The reaction mixture was then charged with tris(trimethylsiloxy)-ethylene (15.3 kg) while main...